This data is from the Open Reaction Database (ORD), a public repository of structured organic reaction records. The task is: describe an organic reaction: reactants, conditions, products, and yield Reactants: C(C)(=O)O[C@H]1[C@H]([C@@H](C[C@@H]1N1C(=NC2=C1C=C(C(=C2)Cl)Cl)Br)COC(C)=O)OC(C)=O ((1R, 2S, 3S, 5S)-3-(Acetoxymethyl)-5-(2-bromo-5,6-dichloro-1H-benzimidazol-1-yl)-1,2-cyclopentanediyl diacetate), C(C)(C)N (isopropylamine), C(C)(C)N (isopropylamine). Run in C(C)O (ethanol). Conditions: time 4 hour. The product is ClC1=CC2=C(N(C(=N2)NC(C)C)[C@H]2C[C@H]([C@@H]([C@@H]2O)O)CO)C=C1Cl ((1R, 2S, 3S, 5S)-5-[5,6-Dichloro-2-(isopropylamino)-1H-benzimidazol-1-yl]-3-(hydroxymethyl)-1,2-cyclopentanediol), foam. Yield: 46.0%. RXN SMILES: C([O:4][C@@H:5]1[C@@H:9]([N:10]2[C:14]3[CH:15]=[C:16]([Cl:20])[C:17]([Cl:19])=[CH:18][C:13]=3[N:12]=[C:11]2Br)[CH2:8][C@@H:7]([CH2:22][O:23]C(=O)C)[C@@H:6]1[O:27]C(=O)C)(=O)C.[CH:31]([NH2:34])([CH3:33])[CH3:32]>C(O)C>[Cl:19][C:17]1[C:16]([Cl:20])=[CH:15][C:14]2[N:10]([C@@H:9]3[C@@H:5]([OH:4])[C@@H:6]([OH:27])[C@H:7]([CH2:22][OH:23])[CH2:8]3)[C:11]([NH:34][CH:31]([CH3:33])[CH3:32])=[N:12][C:13]=2[CH:18]=1. Reported procedure: (1R, 2S, 3S, 5S)-3-(Acetoxymethyl)-5-(2-bromo-5,6-dichloro-1H-benzimidazol-1-yl)-1,2-cyclopentanediyl diacetate (1.00 g, 1.92 mmole) was refluxed in ethanol (10 mL) with isopropylamine (1.6 mL, Fluka) under nitrogen for 24 hours. A second portion of isopropylamine (0.80 mL) was added and reflux continued for an additional 4 hours. Volatiles were evaporated, the residue was redissolved in ethanol, 1 N sodium hydroxide (1.90 mL) was added, and volatiles were reevaporated. The residue was chromatog... Reactants: CC(C)(C)OC(=O)N1CCCC1C=O, CC(=O)O[BH-](OC(C)=O)OC(C)=O, Nc1ccc(Cc2ccccc2)cc1, CC(=O)O, CC(Cl)Cl, [Na+], [Na+], O=C([O-])O. The product is CC(C)(C)OC(=O)N1CCCC1CNc1ccc(Cc2ccccc2)cc1. As a reaction SMILES: [C:15]([CH3:16])([CH3:17])([CH3:18])[O:19][C:20](=[O:21])[N:22]1[CH:23]([CH:24]=[O:25])[CH2:26][CH2:27][CH2:28]1.[C:29]([O:30][BH-:31]([O:32][C:33](=[O:34])[CH3:35])[O:36][C:37](=[O:38])[CH3:39])(=[O:40])[CH3:41].[CH2:1]([c:2]1[cH:3][cH:4][cH:5][cH:6][cH:7]1)[c:8]1[cH:9][cH:10][c:11]([NH2:12])[cH:13][cH:14]1.[CH3:43][C:44](=[O:45])[OH:46].[Cl:47][CH:48]([Cl:49])[CH3:50].[Na+:42].[Na+:55].[O-:51][C:52]([OH:53])=[O:54]>>[CH2:1]([c:2]1[cH:3][cH:4][cH:5][cH:6][cH:7]1)[c:8]1[cH:9][cH:10][c:11]([NH:12][CH2:24][CH:23]2[N:22]([C:20]([O:19][C:15]([CH3:16])([CH3:17])[CH3:18])=[O:21])[CH2:28][CH2:27][CH2:26]2)[cH:13][cH:14]1.